Dataset: the Open Reaction Database (ORD), a public repository of structured organic reaction records. Task: describe an organic reaction: reactants, conditions, products, and yield Reactants: COc1cc(OC)c(Cl)c(NC(=O)OC(C)(C)C)c1C, Cl, C1COCCO1. Yields the product COc1cc(OC)c(Cl)c(N)c1C. As a reaction SMILES: [C:2]([O:3][C:4](=[O:5])[NH:8][c:9]1[c:10]([Cl:20])[c:11]([O:18][CH3:19])[cH:12][c:13]([O:16][CH3:17])[c:14]1[CH3:15])([CH3:6])([CH3:7])[CH3:21].[ClH:1].[O:22]1[CH2:23][CH2:24][O:25][CH2:26][CH2:27]1>>[NH2:8][c:9]1[c:10]([Cl:20])[c:11]([O:18][CH3:19])[cH:12][c:13]([O:16][CH3:17])[c:14]1[CH3:15]. The reactants are C(C)OP(OCC)[O-] (diethylphosphite), CC1=CC(CCC1)=O (3-methyl-2-cyclohexen-1-one), ester, Cl (HCl). Yields the product CC1(CCCC(C1)=O)P(OCC)(=O)OCC (Diethyl 1-methyl-5-oxocyclohexanephosphonate), CC1(CCCC(C1)=O)P(O)(=O)O (1-methyl-5-oxocyclohexanephosphonic acid). As a reaction SMILES: [CH2:1]([O:3][P:4]([O-:8])[O:5][CH2:6][CH3:7])[CH3:2].[CH3:9][C:10]1[CH2:15][CH2:14][CH2:13][C:12](=[O:16])[CH:11]=1.Cl>>[CH3:9][C:10]1([P:4]([O:5][CH2:6][CH3:7])(=[O:8])[O:3][CH2:1][CH3:2])[CH2:11][C:12](=[O:16])[CH2:13][CH2:14][CH2:15]1.[CH3:9][C:10]1([P:4]([OH:3])(=[O:5])[OH:8])[CH2:11][C:12](=[O:16])[CH2:13][CH2:14][CH2:15]1. Procedure: Diethyl 1-methyl-5-oxocyclohexanephosphonate (B.Pt. 130°-2°/0.8 mm) was prepared by the base catalysed addition of diethylphosphite to 3-methyl-2-cyclohexen-1-one. Hydrolysis of this ester with concentrated HCl gave 1-methyl-5-oxocyclohexanephosphonic acid as a viscous oil. Starting materials: N1=C(C=CC=C1)C1=NC=C(C=C1)C(=O)O (2-(pyrid-2-yl)-5-pyridine carboxylic acid), [H-].[Al+3].[Li+].[H-].[H-].[H-] (lithium aluminum hydride), C(C)OCC (diethyl ether), [OH-].[Na+] (NaOH). The solvent is C1CCOC1 (THF), O (water), O (water). Conditions: time 3 hour. Product: N1=C(C=CC=C1)C1=NC=C(C=C1)CO (2-(Pyrid-2-yl)-5-hydroxymethyl-pyridine). Reaction SMILES: [N:1]1[CH:6]=[CH:5][CH:4]=[CH:3][C:2]=1[C:7]1[CH:12]=[CH:11][C:10]([C:13](O)=[O:14])=[CH:9][N:8]=1.[H-].[Al+3].[Li+].[H-].[H-].[H-].C(OCC)C.[OH-].[Na+]>C1COCC1.O>[N:1]1[CH:6]=[CH:5][CH:4]=[CH:3][C:2]=1[C:7]1[CH:12]=[CH:11][C:10]([CH2:13][OH:14])=[CH:9][N:8]=1 |f:1.2.3.4.5.6,8.9|. Reported procedure: To a solution of 2-(pyrid-2-yl)-5-pyridine carboxylic acid (0.320 g, 1.60 mmol) in THF (5 mL) at 0° C. is added 1.0M lithium aluminum hydride in diethyl ether (1.60 mL, 1.60 mmol) over 10 minutes. The reaction is allowed to stir at ambient temperature for 3 hours, cooled to 0° C., and water (0.10 mL), 4N aq. NaOH (0.10 mL), and water (0.30 mL) are added sequentially. The reaction is filtered through a pad of Celite and the filtrate is evaporated in vacuo. The residue is purified by chromatograph...